From a dataset of the Open Reaction Database (ORD), a public repository of structured organic reaction records. describe an organic reaction: reactants, conditions, products, and yield Reactants: CCOC(C)=O, CC(C)(C)OC(=O)c1ccc(C(N)=O)c([N+](=O)[O-])c1. Yields the product CC(C)(C)OC(=O)c1ccc(C(N)=O)c(N)c1. As a reaction SMILES: [CH3:20][CH2:21][O:22][C:23](=[O:24])[CH3:25].[NH2:1][C:2](=[O:3])[c:4]1[c:5]([N+:17]([O-:18])=[O:19])[cH:6][c:7]([C:8](=[O:9])[O:10][C:11]([CH3:12])([CH3:13])[CH3:14])[cH:15][cH:16]1>>[NH2:1][C:2](=[O:3])[c:4]1[c:5]([NH2:17])[cH:6][c:7]([C:8](=[O:9])[O:10][C:11]([CH3:12])([CH3:13])[CH3:14])[cH:15][cH:16]1. Starting materials: ClC=1N=NC(=CC1)Cl (3,6-Dichloro-pyridazine), CNN (methylhydrazine), CNN (methylhydrazine). Conditions: time 16 hour. Product: ClC1=CC=C(N=N1)N(N)C (N-(6-Chloro-pyridazin-3-yl)-N-methyl-hydrazine). Yield: 53.8%. RXN SMILES: [Cl:1][C:2]1[N:3]=[N:4][C:5](Cl)=[CH:6][CH:7]=1.[CH3:9][NH:10][NH2:11]>>[Cl:1][C:2]1[N:3]=[N:4][C:5]([N:10]([CH3:9])[NH2:11])=[CH:6][CH:7]=1. Reported procedure: 3,6-Dichloro-pyridazine (1 g, 6/5 mmol) was placed in a flask fitted with a water condenser and methylhydrazine (1.31 mL, 25 mmol) was added dropwise. An immediate exotherm was observed and methylhydrazine begins to reflux. When the reaction had subsided, the mixture was left for 16 hours, and the excess methylhydrazine was removed under reduced pressure. The cooled residue was stirred with aqueous sodium hydroxide solution (20 ml of 20%), and the resulting solution was extracted with ether (6×1... Starting materials: COc1ccc(Nc2ncnc3ccccc23)cc1OC, CI, [H-], [Na+], CN(C)C=O. Yields the product COc1ccc(N(C)c2ncnc3ccccc23)cc1OC. As a reaction SMILES: [CH3:1][O:2][c:3]1[cH:4][c:5]([NH:11][c:12]2[n:13][cH:14][n:15][c:16]3[cH:17][cH:18][cH:19][cH:20][c:21]23)[cH:6][cH:7][c:8]1[O:9][CH3:10].[CH3:22][I:23].[H-:24].[Na+:25].[O:26]=[CH:27][N:28]([CH3:29])[CH3:30]>>[CH3:1][O:2][c:3]1[cH:4][c:5]([N:11]([c:12]2[n:13][cH:14][n:15][c:16]3[cH:17][cH:18][cH:19][cH:20][c:21]23)[CH3:22])[cH:6][cH:7][c:8]1[O:9][CH3:10]. Reactants: FC=1C=C2C=3C(CCCC3NC2=CC1)=O (6-Fluoro-1,2,3,9-tetrahydro-4H-carbazol-4-one), C([O-])([O-])=O.[K+].[K+] (potassium carbonate), COS(=O)(=O)OC (dimethylsulphate). Run in CC(=O)C (acetone). Reaction conditions: time 30 minute. Yields the product FC=1C=C2C=3C(CCCC3N(C2=CC1)C)=O (6-Fluoro-1,2,3,9-tetrahydro-9-methyl-4H-carbazol-4-one). The yield is 97.5%. As a reaction SMILES: [F:1][C:2]1[CH:3]=[C:4]2[C:12](=[CH:13][CH:14]=1)[NH:11][C:10]1[CH2:9][CH2:8][CH2:7][C:6](=[O:15])[C:5]2=1.[C:16](=O)([O-])[O-].[K+].[K+].COS(OC)(=O)=O>CC(C)=O>[F:1][C:2]1[CH:3]=[C:4]2[C:12](=[CH:13][CH:14]=1)[N:11]([CH3:16])[C:10]1[CH2:9][CH2:8][CH2:7][C:6](=[O:15])[C:5]2=1 |f:1.2.3|. Procedure details: The product of Stage (ii) (7.28 g), potassium carbonate (9.90 g), acetone (70 ml), and dimethylsulphate (5.1 ml) were vigorously stirred at room temperature overnight under nitrogen. The mixture was concentrated to one half of its volume and then stirred with water (350 ml) for 30 min. The mixture was filtered off, washed with water (50 ml), air-dried for 1 h, and dried in vacuo over phosphorus pentoxide to give the title compound as needles (7.59 g), m.p. 157.5°-158.5°. The reactants are IC1=C(C=CC=C1)[N+](=O)[O-] (1-Iodo-2-nitrobenzene), C(CCCCCCCCCCCCC)(=O)NC1=CC=CC=C1 (myristanilide). The product is C1(=CC=CC=C1)N1C(=NC2=C1C=CC=C2)CCCCCCCCCCCCC (1-Phenyl-2-tridecyl-1H-benzimidazole). Isolated yield 85.0%. RXN SMILES: I[C:2]1[CH:7]=[CH:6][CH:5]=[CH:4][C:3]=1[N+:8]([O-])=O.[C:11]([NH:26][C:27]1[CH:32]=[CH:31][CH:30]=[CH:29][CH:28]=1)(=O)[CH2:12][CH2:13][CH2:14][CH2:15][CH2:16][CH2:17][CH2:18][CH2:19][CH2:20][CH2:21][CH2:22][CH2:23][CH3:24]>>[C:3]1([N:8]2[C:32]3[CH:31]=[CH:30][CH:29]=[CH:28][C:27]=3[N:26]=[C:11]2[CH2:12][CH2:13][CH2:14][CH2:15][CH2:16][CH2:17][CH2:18][CH2:19][CH2:20][CH2:21][CH2:22][CH2:23][CH3:24])[CH:4]=[CH:5][CH:6]=[CH:7][CH:2]=1. Procedure details: The title compound was prepared with the analogous procedure described in example 1 using 1-Iodo-2-nitrobenzene (125 mg, 0.5 mmol) and myristanilide (182 mg, 0.6 mmol) as starting materials to yield the title compound as colorless oil (160 mg, 85%). 1H NMR (DMSO) δ 0.74 (t, J=6.9 Hz, 3 H), 1.14-1.28 (m, 20 H), 1.68 (p, J=7.6 Hz, 2 H), 2.83 (t, J=7.6 Hz, 2 H), 7.14 (d, J=8.1 Hz, 1 H), 7.29 (dd, J=8.1, 7.7 Hz, 1 H), 7.47 (dd, J=8.1, 7.7 Hz, 1 H), 7.56-7.68 (m, 5 H), 7.74 (d, J=7.7 Hz, 1 H); 13C NM...